This data is from the Open Reaction Database (ORD), a public repository of structured organic reaction records. The task is: describe an organic reaction: reactants, conditions, products, and yield The reactants are ice water, [H-].[Na+] (sodium hydride), OC1=CC=C(C=C1)C1=NC=CC=N1 (2-(4-hydroxyphenyl)pyrimidine), BrCCCCCCCC (1-bromooctane). The solvent is CN(C=O)C (dimethylformamide). Run at time 15 minute. Yields the product C(CCCCCCC)OC1=CC=C(C=C1)C1=NC=CC=N1 (2-(4-octyloxyphenyl)pyrimidine). The yield is 65.4%. RXN SMILES: [H-].[Na+].[OH:3][C:4]1[CH:9]=[CH:8][C:7]([C:10]2[N:15]=[CH:14][CH:13]=[CH:12][N:11]=2)=[CH:6][CH:5]=1.Br[CH2:17][CH2:18][CH2:19][CH2:20][CH2:21][CH2:22][CH2:23][CH3:24]>CN(C)C=O>[CH2:17]([O:3][C:4]1[CH:5]=[CH:6][C:7]([C:10]2[N:11]=[CH:12][CH:13]=[CH:14][N:15]=2)=[CH:8][CH:9]=1)[CH2:18][CH2:19][CH2:20][CH2:21][CH2:22][CH2:23][CH3:24] |f:0.1|. Procedure details: 0.30 g (7.50 mmol) of 60% strength sodium hydride are added in portions to 0.86 g (5.00 mmol) of 2-(4-hydroxyphenyl)pyrimidine in 40 ml of dimethylformamide, and the mixture is stirred at room temperature for 15 minutes. 1.45 g (7.50 mmol) of 1-bromooctane are subsequently added, the mixture is stirred overnight, poured into ice water and filtered, and the residue is purified by chromatography (silica gel/dichloromethane) and by recrystallization from acetonitrile, giving 0.93 g of 2-(4-octyloxy...